This data is from the Open Reaction Database (ORD), a public repository of structured organic reaction records. The task is: describe an organic reaction: reactants, conditions, products, and yield Reactants: C(#N)C1=C(C=CC=C1)C1=CC=C(C=C1)CC=1C(=NC=2N(C1O)N=CC2)CCC (6-[(2'-cyanobiphenyl-4-yl)methyl]-7-hydroxy-5-propylpyrazolo[1,5-a]pyrimidine), O=P(Cl)(Cl)Cl (POCl3). The solvent is ClCCl (dichloromethane). The product is ClC1=C(C(=NC=2N1N=CC2)CCC)CC2=CC=C(C=C2)C2=C(C=CC=C2)C#N (7-Chloro-6-[(2'-cyanobiphenyl-4-yl)methyl]-5-propylpyrazolo[1,5-a]pyrimidine). As a reaction SMILES: [C:1]([C:3]1[CH:8]=[CH:7][CH:6]=[CH:5][C:4]=1[C:9]1[CH:14]=[CH:13][C:12]([CH2:15][C:16]2[C:17]([CH2:26][CH2:27][CH3:28])=[N:18][C:19]3[N:20]([N:23]=[CH:24][CH:25]=3)[C:21]=2O)=[CH:11][CH:10]=1)#[N:2].O=P(Cl)(Cl)[Cl:31]>ClCCl>[Cl:31][C:21]1[N:20]2[N:23]=[CH:24][CH:25]=[C:19]2[N:18]=[C:17]([CH2:26][CH2:27][CH3:28])[C:16]=1[CH2:15][C:12]1[CH:13]=[CH:14][C:9]([C:4]2[CH:5]=[CH:6][CH:7]=[CH:8][C:3]=2[C:1]#[N:2])=[CH:10][CH:11]=1. Procedure: 27 g of 6-[(2'-cyanobiphenyl-4-yl)methyl]-7-hydroxy-5-propylpyrazolo[1,5-a]pyrimidine, prepared in Example 18, are added in portions to 540 ml of POCl3. The mixture is refluxed for 3 h. It is concentrated under vacuum. The oil obtained is taken up in dichloromethane and washed twice with a solution of water and ice. The organic phase is decanted, dried and concentrated. The yellow oil is taken up in ether to give 25.6 g of crystals of 7-chloro-6-[(2'-cyanobiphenyl-4-yl)methyl]-5-propylpyrazolo[1...